This data is from the Open Reaction Database (ORD), a public repository of structured organic reaction records. The task is: describe an organic reaction: reactants, conditions, products, and yield Starting materials: C1(CC1)CC(C1=C(C=CC=C1)N1CCCCC1)N (α-cyclopropylmethyl-2-piperidino-benzylamine), C(C)OC=1C=C(C=CC1C(=O)OCC)CC(=O)O (3-ethoxy-4-ethoxycarbonyl-phenylacetic acid). Product: C(C)OC1=C(C(=O)OCC)C=CC(=C1)CC(=O)NC(C1=C(C=CC=C1)N1CCCCC1)CC1CC1 (Ethyl 2-ethoxy-4-[N-(α-cyclopropylmethyl-2-piperidino-benzyl)-aminocarbonylmethyl]-benzoate). RXN SMILES: [CH:1]1([CH2:4][CH:5]([NH2:18])[C:6]2[CH:11]=[CH:10][CH:9]=[CH:8][C:7]=2[N:12]2[CH2:17][CH2:16][CH2:15][CH2:14][CH2:13]2)[CH2:3][CH2:2]1.[CH2:19]([O:21][C:22]1[CH:23]=[C:24]([CH2:33][C:34](O)=[O:35])[CH:25]=[CH:26][C:27]=1[C:28]([O:30][CH2:31][CH3:32])=[O:29])[CH3:20]>>[CH2:19]([O:21][C:22]1[CH:23]=[C:24]([CH2:33][C:34]([NH:18][CH:5]([CH2:4][CH:1]2[CH2:3][CH2:2]2)[C:6]2[CH:11]=[CH:10][CH:9]=[CH:8][C:7]=2[N:12]2[CH2:17][CH2:16][CH2:15][CH2:14][CH2:13]2)=[O:35])[CH:25]=[CH:26][C:27]=1[C:28]([O:30][CH2:31][CH3:32])=[O:29])[CH3:20]. Procedure details: Prepared analogously to Example 47 from α-cyclopropylmethyl-2-piperidino-benzylamine and 3-ethoxy-4-ethoxycarbonyl-phenylacetic acid. Starting materials: ClC1=NC=C(C=C1)CCl (2-chloro-5-(chloromethyl)pyridine), O[C@@H]1CNCC1 ((S)-3-hydroxy-pyrrolidine), C([O-])([O-])=O.[K+].[K+] (potassium carbonate). Solvent: C(C)#N (acetonitrile). Conditions: temperature 80 celsius. Yields the product ClC1=CC=C(C=N1)CN1C[C@H](CC1)O ((S)-1-(6-Chloro-pyridin-3-ylmethyl)-pyrrolidin-3-ol). The yield is 68.3%. As a reaction SMILES: [Cl:1][C:2]1[CH:7]=[CH:6][C:5]([CH2:8]Cl)=[CH:4][N:3]=1.[OH:10][C@H:11]1[CH2:15][CH2:14][NH:13][CH2:12]1.C(=O)([O-])[O-].[K+].[K+]>C(#N)C>[Cl:1][C:2]1[N:3]=[CH:4][C:5]([CH2:8][N:13]2[CH2:14][CH2:15][C@H:11]([OH:10])[CH2:12]2)=[CH:6][CH:7]=1 |f:2.3.4|. Procedure details: To a solution of 2-chloro-5-(chloromethyl)pyridine (1.0 g, 6.2 mmole) in 10 mL of dry acetonitrile is added 1.03 mL (12.4 mmol) of (S)-3-hydroxy-pyrrolidine followed by 858 mg (6.2 mmol) of potassium carbonate. The reaction is heated at 80° C. for 2 h. After cooling, the reaction mixture is quenched with 20 mL of water, extracted three-times with methylene chloride, and dried over sodium sulfate. Concentration of the solvent provided an oil which was purified by silica gel chromatography to prov... Starting materials: C1CCOC1, O=[Mn]=O, OCc1ccc2[nH]cc(CCCCN3CCc4c(oc5ccccc45)C3)c2c1. Product: O=Cc1ccc2[nH]cc(CCCCN3CCc4c(oc5ccccc45)C3)c2c1. RXN SMILES: [CH2:29]1[O:30][CH2:31][CH2:32][CH2:33]1.[O:34]=[Mn:35]=[O:36].[OH:1][CH2:2][c:3]1[cH:4][c:5]2[c:6]([CH2:12][CH2:13][CH2:14][CH2:15][N:16]3[CH2:17][c:18]4[c:19]([c:22]5[c:23]([o:24]4)[cH:25][cH:26][cH:27][cH:28]5)[CH2:20][CH2:21]3)[cH:7][nH:8][c:9]2[cH:10][cH:11]1>>[O:1]=[CH:2][c:3]1[cH:4][c:5]2[c:6]([CH2:12][CH2:13][CH2:14][CH2:15][N:16]3[CH2:17][c:18]4[c:19]([c:22]5[c:23]([o:24]4)[cH:25][cH:26][cH:27][cH:28]5)[CH2:20][CH2:21]3)[cH:7][nH:8][c:9]2[cH:10][cH:11]1. Starting materials: C1(=CC=C(C=C1)S(=O)(=O)[O-])C.[NH+]1=CC=CC=C1 (pyridinium p-toluenesulfonate), O1CCCC=C1 (3,4-dihydro-2H-pyrane), BrC=1C(N(N=CC1Br)C1=CC=C(C=C1)O)=O (4,5-dibromo-2-(4-hydroxyphenyl)-2H-pyridazin-3-one). Solvent: ClCCl (dichloromethane). Conditions: time 2 hour. Product: BrC=1C(N(N=CC1Br)C1=CC=C(C=C1)OC1OCCCC1)=O (4,5-dibromo-2-{4-[(tetrahydropyranyl)oxy]phenyl}-2H-pyridazin-3-one). The yield is 85.8%. RXN SMILES: C1(C)C=CC(S([O-])(=O)=O)=CC=1.[NH+]1C=CC=CC=1.[O:18]1[CH:23]=[CH:22][CH2:21][CH2:20][CH2:19]1.[Br:24][C:25]1[C:26](=[O:39])[N:27]([C:32]2[CH:37]=[CH:36][C:35]([OH:38])=[CH:34][CH:33]=2)[N:28]=[CH:29][C:30]=1[Br:31]>ClCCl>[Br:24][C:25]1[C:26](=[O:39])[N:27]([C:32]2[CH:33]=[CH:34][C:35]([O:38][CH:23]3[CH2:22][CH2:21][CH2:20][CH2:19][O:18]3)=[CH:36][CH:37]=2)[N:28]=[CH:29][C:30]=1[Br:31] |f:0.1|. Procedure: A catalytic amount of pyridinium p-toluenesulfonate and 3,4-dihydro-2H-pyrane (0.8 mL, 8.89 mmols) were added to a dichloromethane (30 mL) solution of 4,5-dibromo-2-(4-hydroxyphenyl)-2H-pyridazin-3-one (1.03 g, 2.98 mmols), and stirred at room temperature for 2 hours, washed with saturated aqueous sodium bicarbonate solution and saturated brine, and dried over anhydrous potassium carbonate. Concentrating the solvent under reduced pressure, the resulting residue was crystallized from mixed solven... The reactants are CN(C)C(=O)c1cccc(C=O)c1, FC(F)(F)c1nnc2ccc(N3CCNCC3)nn12. Yields the product CN(C)C(=O)c1cccc(CN2CCN(c3ccc4nnc(C(F)(F)F)n4n3)CC2)c1. RXN SMILES: [CH:20](=[O:21])[c:22]1[cH:23][c:24]([C:25](=[O:26])[N:27]([CH3:28])[CH3:29])[cH:30][cH:31][cH:32]1.[N:1]1([c:7]2[cH:8][cH:9][c:10]3[n:11]([n:12]2)[c:13]([C:16]([F:17])([F:18])[F:19])[n:14][n:15]3)[CH2:2][CH2:3][NH:4][CH2:5][CH2:6]1>>[N:1]1([c:7]2[cH:8][cH:9][c:10]3[n:11]([n:12]2)[c:13]([C:16]([F:17])([F:18])[F:19])[n:14][n:15]3)[CH2:2][CH2:3][N:4]([CH2:20][c:22]2[cH:23][c:24]([C:25](=[O:26])[N:27]([CH3:28])[CH3:29])[cH:30][cH:31][cH:32]2)[CH2:5][CH2:6]1. The reactants are NCCCCCCCC(=O)O (8-Aminooctanoic acid), FC1=CC=C(C=C1)S(=O)(=O)Cl (4-fluorobenzenesulphonyl chloride), [OH-].[Na+] (sodium hydroxide). The reagents and catalysts are [OH-].C(CCC)[N+](CCCC)(CCCC)CCCC (tetrabutylammonium hydroxide). Run in O (water), ClCCl (dichloromethane). Conditions: time 3 hour. Yields the product FC1=CC=C(C=C1)S(=O)(=O)NCCCCCCCC(=O)O (8(4-Fluorobenzenesulphonamido)octanoic Acid). Isolated yield 46.2%. RXN SMILES: [NH2:1][CH2:2][CH2:3][CH2:4][CH2:5][CH2:6][CH2:7][CH2:8][C:9]([OH:11])=[O:10].[F:12][C:13]1[CH:18]=[CH:17][C:16]([S:19](Cl)(=[O:21])=[O:20])=[CH:15][CH:14]=1.[OH-].[Na+]>O.[OH-].C([N+](CCCC)(CCCC)CCCC)CCC.ClCCl>[F:12][C:13]1[CH:18]=[CH:17][C:16]([S:19]([NH:1][CH2:2][CH2:3][CH2:4][CH2:5][CH2:6][CH2:7][CH2:8][C:9]([OH:11])=[O:10])(=[O:21])=[O:20])=[CH:15][CH:14]=1 |f:2.3,5.6|. Procedure details: 8-Aminooctanoic acid (1.0 g, 0.006 mol) was treated with 4-fluorobenzenesulphonyl chloride (1.22 g, 0.006 mol) in the presence of sodium hydroxide (0.8 g, 0.019 mol) in 15 ml water, tetrabutylammonium hydroxide (4 drops, 40% solution) and dichloromethane and the resulting mixture was subjected to vigorous stirring for 3 hours. The organic layer was then separated and evaporated to dryness and the residue was recrystallised from 2-propanol-water to give the title compound (0.88 g, m.p. 97°-8° C.)... Reactants: [N+](=O)([O-])C=1C(=C(C2=C(OC(O2)(F)F)C1)Cl)Br (6-nitro-5-bromo-4-chloro-2,2-diflouro-1,3-benzodioxole), [Cl-].[NH4+] (ammonium chloride). The reagents and catalysts are [Fe] (iron). Solvent: C(C)O (ethanol), O (water). Run at temperature 90 celsius. Product: NC=1C(=C(C2=C(OC(O2)(F)F)C1)Cl)Br (6-amino-5-bromo-4-chloro-2,2-diflouro-1,3-benzodioxole). Isolated yield 100.0%. RXN SMILES: [N+:1]([C:4]1[C:5]([Br:16])=[C:6]([Cl:15])[C:7]2[O:11][C:10]([F:13])([F:12])[O:9][C:8]=2[CH:14]=1)([O-])=O.[Cl-].[NH4+]>C(O)C.O.[Fe]>[NH2:1][C:4]1[C:5]([Br:16])=[C:6]([Cl:15])[C:7]2[O:11][C:10]([F:13])([F:12])[O:9][C:8]=2[CH:14]=1 |f:1.2|. Procedure: To the slurry of 6-nitro-5-bromo-4-chloro-2,2-diflouro-1,3-benzodioxole (1.0 g, 3.16 mmol) in ethanol (4 mL) and water (1 mL) was added ammonium chloride (3.38 g, 63.2 mmol) and iron powder (1.06 g, 18.96 mmol). The mixture was warmed up to 90° C. for 1 h and then cooled down. Filtered through a Celite plug and concentrated in vacuo. The crude product was purified by flash chromatography (SiO2, 0-30% ethyl acetate in hexanes) to afford 6-amino-5-bromo-4-chloro-2,2-diflouro-1,3-benzodioxole as a ... The reactants are C(C)(C)(C)OC(=O)NC1(CCC2=C(C=C(C=C12)F)F)CNC1(CCCC1)C(=O)OC (Methyl 1-[({1-[(tert-butoxycarbonyl)amino]-4,6-difluoro-2,3-dihydro-1H-inden-1-yl}methyl)amino]cyclopentanecarboxylate), Cl (HCl). Run in CCOC(=O)C (EtOAc). Reaction conditions: time 45 minute. The product is Cl.NC1(CCC2=C(C=C(C=C12)F)F)CNC1(CCCC1)C(=O)OC (Methyl 1-{[(1-amino-4,6-difluoro-2,3-dihydro-1H-inden-1-yl)methyl]amino}cyclopentanecarboxylate hydrochloride). Reaction SMILES: C(OC([NH:8][C:9]1([CH2:20][NH:21][C:22]2([C:27]([O:29][CH3:30])=[O:28])[CH2:26][CH2:25][CH2:24][CH2:23]2)[C:17]2[C:12](=[C:13]([F:19])[CH:14]=[C:15]([F:18])[CH:16]=2)[CH2:11][CH2:10]1)=O)(C)(C)C.[ClH:31]>CCOC(C)=O>[ClH:31].[NH2:8][C:9]1([CH2:20][NH:21][C:22]2([C:27]([O:29][CH3:30])=[O:28])[CH2:26][CH2:25][CH2:24][CH2:23]2)[C:17]2[C:12](=[C:13]([F:19])[CH:14]=[C:15]([F:18])[CH:16]=2)[CH2:11][CH2:10]1 |f:3.4|. Reported procedure: A solution of methyl 1-[({1-[(tert-butoxycarbonyl)amino]-4,6-difluoro-2,3-dihydro-1H-inden-1-yl}methyl)amino]cyclopentanecarboxylate from Step G (753 mg, 1.77 mmol) in EtOAc (40 mL) at 0° C. was saturated with HCl (g). The reaction mixture was aged at 0° C. for 45 min then concentrated in vacuo to give the title compound. MS: m/z=325 (M+1). Starting materials: CCO, CCCS(=O)(=O)c1ccc(C)c(C#Cc2cc(Cl)ccc2OC(CC)C(=O)OCC)c1, Cl, [Na+], [OH-], O. Yields the product CCCS(=O)(=O)c1ccc(C)c(C#Cc2cc(Cl)ccc2OC(CC)C(=O)O)c1. As a reaction SMILES: [CH3:35][CH2:36][OH:37].[Cl:1][c:2]1[cH:3][c:4]([C:17]#[C:18][c:19]2[c:20]([CH3:31])[cH:21][cH:22][c:23]([S:25](=[O:26])(=[O:27])[CH2:28][CH2:29][CH3:30])[cH:24]2)[c:5]([O:6][CH:7]([C:8](=[O:9])[O:10][CH2:11][CH3:12])[CH2:13][CH3:14])[cH:15][cH:16]1.[ClH:34].[Na+:33].[OH-:32].[OH2:38]>>[Cl:1][c:2]1[cH:3][c:4]([C:17]#[C:18][c:19]2[c:20]([CH3:31])[cH:21][cH:22][c:23]([S:25](=[O:26])(=[O:27])[CH2:28][CH2:29][CH3:30])[cH:24]2)[c:5]([O:6][CH:7]([C:8](=[O:9])[OH:10])[CH2:13][CH3:14])[cH:15][cH:16]1. Reactants: CC(C)(C)c1ccc(-c2nc3c(N4CCN(Cc5ccc([N+](=O)[O-])c(F)c5)CC4)cccc3[nH]2)cc1, CN(C)C=O, CCOC(C)=O, NCc1cccnc1. Yields the product CC(C)(C)c1ccc(-c2nc3c(N4CCN(Cc5ccc([N+](=O)[O-])c(NCc6cccnc6)c5)CC4)cccc3[nH]2)cc1. As a reaction SMILES: [C:1]([CH3:2])([CH3:3])([CH3:4])[c:5]1[cH:6][cH:7][c:8](-[c:11]2[n:12][c:13]3[c:14]([nH:15]2)[cH:16][cH:17][cH:18][c:19]3[N:20]2[CH2:21][CH2:22][N:23]([CH2:26][c:27]3[cH:28][c:29]([F:36])[c:30]([N+:33](=[O:34])[O-:35])[cH:31][cH:32]3)[CH2:24][CH2:25]2)[cH:9][cH:10]1.[CH3:45][N:46]([CH3:47])[CH:48]=[O:49].[CH3:50][CH2:51][O:52][C:53](=[O:54])[CH3:55].[NH2:37][CH2:38][c:39]1[cH:40][n:41][cH:42][cH:43][cH:44]1>>[C:1]([CH3:2])([CH3:3])([CH3:4])[c:5]1[cH:6][cH:7][c:8](-[c:11]2[n:12][c:13]3[c:14]([nH:15]2)[cH:16][cH:17][cH:18][c:19]3[N:20]2[CH2:21][CH2:22][N:23]([CH2:26][c:27]3[cH:28][c:29]([NH:37][CH2:38][c:39]4[cH:40][n:41][cH:42][cH:43][cH:44]4)[c:30]([N+:33](=[O:34])[O-:35])[cH:31][cH:32]3)[CH2:24][CH2:25]2)[cH:9][cH:10]1.